From a dataset of the Open Reaction Database (ORD), a public repository of structured organic reaction records. describe an organic reaction: reactants, conditions, products, and yield Reactants: BrCc1cccc(Br)c1, O=C([O-])[O-], CCOC(C)=O, Nc1nc(Cl)nc2nc[nH]c12, [K+], [K+], CN(C)C=O. Yields the product Nc1nc(Cl)nc2c1ncn2Cc1cccc(Br)c1. As a reaction SMILES: [Br:12][c:13]1[cH:14][c:15]([CH2:16][Br:17])[cH:18][cH:19][cH:20]1.[C:21](=[O:22])([O-:23])[O-:24].[CH3:32][CH2:33][O:34][C:35](=[O:36])[CH3:37].[Cl:1][c:2]1[n:3][c:4]([NH2:11])[c:5]2[nH:6][cH:7][n:8][c:9]2[n:10]1.[K+:25].[K+:26].[O:27]=[CH:28][N:29]([CH3:30])[CH3:31]>>[Cl:1][c:2]1[n:3][c:4]([NH2:11])[c:5]2[n:6][cH:7][n:8]([CH2:16][c:15]3[cH:14][c:13]([Br:12])[cH:20][cH:19][cH:18]3)[c:9]2[n:10]1. Run in S(O)(O)(=O)=O (sulfuric acid). Procedure: p-isopropylbenzaldehyde is oxidized to the corresponding benzoic acid by using potassium permanganate in sulfuric acid as the oxidizing agent at low temperature. The acid is converted to the acid chloride using thionyl chloride with a trace of dimethylformamide as a catalyst to give p-isopropylbenzoyl chloride. The reactants are S(=O)(Cl)Cl (thionyl chloride), C(C)(C)C1=CC=C(C=O)C=C1 (p-isopropylbenzaldehyde), acid chloride, C(C1=CC=CC=C1)(=O)O (benzoic acid), [Mn](=O)(=O)(=O)[O-].[K+] (potassium permanganate). Product: C(C)(C)C1=CC=C(C(=O)Cl)C=C1 (p-isopropylbenzoyl chloride). RXN SMILES: [CH:1]([C:4]1[CH:11]=[CH:10][C:7]([CH:8]=[O:9])=[CH:6][CH:5]=1)([CH3:3])[CH3:2].C(O)(=O)C1C=CC=CC=1.[Mn]([O-])(=O)(=O)=O.[K+].S(Cl)([Cl:29])=O>S(=O)(=O)(O)O.CN(C)C=O>[CH:1]([C:4]1[CH:5]=[CH:6][C:7]([C:8]([Cl:29])=[O:9])=[CH:10][CH:11]=1)([CH3:3])[CH3:2] |f:2.3|. The reagents and catalysts are CN(C=O)C (dimethylformamide). Starting materials: ClC1=CC=C(C=C1)C12CNCC2C1 (1-p-chlorophenyl-3-azabicyclo[3.1.0]hexane), C([O-])([O-])=O.[Na+].[Na+] (sodium carbonate), C12C(CC(C=C1)C2)C(=O)Cl (5-norbornene-2-carbonyl chloride). The product is C12C(CC(C=C1)C2)C(=O)N2CC1(CC1C2)C2=CC=C(C=C2)Cl (3-(5-Norbornen-2-ylcarbonyl)-1-(p-chlorophenyl)-3-azabicyclo[3.1.0]hexane). Reaction SMILES: [Cl:1][C:2]1[CH:7]=[CH:6][C:5]([C:8]23[CH2:13][CH:12]2[CH2:11][NH:10][CH2:9]3)=[CH:4][CH:3]=1.C(=O)([O-])[O-].[Na+].[Na+].[CH:20]12[CH2:26][CH:23]([CH:24]=[CH:25]1)[CH2:22][CH:21]2[C:27](Cl)=[O:28]>>[CH:20]12[CH2:26][CH:23]([CH:24]=[CH:25]1)[CH2:22][CH:21]2[C:27]([N:10]1[CH2:11][CH:12]2[C:8]([C:5]3[CH:4]=[CH:3][C:2]([Cl:1])=[CH:7][CH:6]=3)([CH2:13]2)[CH2:9]1)=[O:28] |f:1.2.3|. Reported procedure: Following the procedure of Example 8, 19.53 g. of 1-p-chlorophenyl-3-azabicyclo[3.1.0]hexane, 10.59 g. of sodium carbonate and 5-norbornene-2-carbonyl chloride are reacted to give the product as a light brown-yellow oily gum. The reactants are S(=O)(Cl)Cl (Thionyl chloride), ClCCN(CCCl)CC1=CC=C(C(=O)O)C=C1 (4-[N,N-bis(2-chloroethyl)aminomethyl]benzoic acid). Solvent: C1=CC=CC=C1 (benzene). Run at temperature 80 celsius. The product is ClCCN(CCCl)CC1=CC=C(C(=O)Cl)C=C1 (4-[N,N-Bis(2-chloroethyl)aminomethyl]benzoyl chloride). As a reaction SMILES: S(Cl)([Cl:3])=O.[Cl:5][CH2:6][CH2:7][N:8]([CH2:12][C:13]1[CH:21]=[CH:20][C:16]([C:17](O)=[O:18])=[CH:15][CH:14]=1)[CH2:9][CH2:10][Cl:11]>C1C=CC=CC=1>[Cl:5][CH2:6][CH2:7][N:8]([CH2:12][C:13]1[CH:21]=[CH:20][C:16]([C:17]([Cl:3])=[O:18])=[CH:15][CH:14]=1)[CH2:9][CH2:10][Cl:11]. Procedure details: Thionyl chloride (1 ml) was added to a solution of 320 mg (1.0 mmol) of 4-[N,N-bis(2-chloroethyl)aminomethyl]benzoic acid in 2 ml of benzene, followed by stirring under heating at 80° C. for 2 hours. After the solvent was distilled out under reduced pressure, the residue was dried up under reduced pressure so that a white solid was obtained. Reactants: CCOC(C)=O, CCN(C(C)C)C(C)C, Nc1nnc(C(F)(F)F)s1, C1CCOC1, O=C(Nc1ccc(Sc2ccc(C(=O)Cl)cc2[N+](=O)[O-])cc1)OCC1c2ccccc2-c2ccccc21. Yields the product O=C(Nc1ccc(Sc2ccc(C(=O)Nc3nnc(C(F)(F)F)s3)cc2[N+](=O)[O-])cc1)OCC1c2ccccc2-c2ccccc21. RXN SMILES: [CH3:62][CH2:63][O:64][C:65](=[O:66])[CH3:67].[CH:48]([N:49]([CH:50]([CH3:51])[CH3:52])[CH2:53][CH3:54])([CH3:55])[CH3:56].[NH2:38][c:39]1[s:40][c:41]([C:44]([F:45])([F:46])[F:47])[n:42][n:43]1.[O:57]1[CH2:58][CH2:59][CH2:60][CH2:61]1.[cH:1]1[cH:2][cH:3][cH:4][c:5]2[c:13]1[CH:12]([CH2:14][O:15][C:16]([NH:17][c:18]1[cH:19][cH:20][c:21]([S:24][c:25]3[c:26]([N+:34](=[O:35])[O-:36])[cH:27][c:28]([C:31](=[O:32])[Cl:33])[cH:29][cH:30]3)[cH:22][cH:23]1)=[O:37])[c:11]1[c:6]-2[cH:7][cH:8][cH:9][cH:10]1>>[cH:1]1[cH:2][cH:3][cH:4][c:5]2[c:13]1[CH:12]([CH2:14][O:15][C:16]([NH:17][c:18]1[cH:19][cH:20][c:21]([S:24][c:25]3[c:26]([N+:34](=[O:35])[O-:36])[cH:27][c:28]([C:31](=[O:32])[NH:38][c:39]4[s:40][c:41]([C:44]([F:45])([F:46])[F:47])[n:42][n:43]4)[cH:29][cH:30]3)[cH:22][cH:23]1)=[O:37])[c:11]1[c:6]-2[cH:7][cH:8][cH:9][cH:10]1. Reactants: S(=O)(=O)(OC)OC (dimethyl sulfate), C1(=CC=CC=C1)C1=CC=C(C=C1)O (4-phenylphenol), [OH-].[Na+] (sodium hydroxide), CO (methanol), [OH-].[Na+] (sodium hydroxide). Solvent: O (water). Conditions: temperature 50 celsius, time 1 hour. Product: COC1=CC=C(C=C1)C1=CC=CC=C1 (4-methoxybiphenyl). Yield: 73.4%. As a reaction SMILES: [C:1]1([C:7]2[CH:12]=[CH:11][C:10]([OH:13])=[CH:9][CH:8]=2)[CH:6]=[CH:5][CH:4]=[CH:3][CH:2]=1.[OH-].[Na+].CO.S(OC)(O[CH3:22])(=O)=O>O>[CH3:22][O:13][C:10]1[CH:9]=[CH:8][C:7]([C:1]2[CH:2]=[CH:3][CH:4]=[CH:5][CH:6]=2)=[CH:12][CH:11]=1 |f:1.2|. Procedure details: A mixture of 38 g of 4-phenylphenol, 9 g of sodium hydroxide, 200 ml of methanol and 20 ml of water was heated. 28 g of dimethyl sulfate was dropped in the mixture with stirring at 50° C. After one hour, 20 ml of 10N-sodium hydroxide was dropped in the solution and continued stirring for 2 hours. The crystals were obtained after the solution was cooled to room temperature. After washing with water and methanol for several times, 30 g of 4-methoxybiphenyl (O) was obtained. 154 g of (O) was dissol... Reactants: C(C1=CC=CC=C1)N1CC(CC1)(COS(=O)(=O)C=1C(=CC=CC1)C)C(F)(F)F (1-benzyl-3-trifluoromethyl-3-(toluenesulfonyloxymethyl)pyrrolidine), [N-]=[N+]=[N-].C(CCC)[N+](CCCC)(CCCC)CCCC (tetrabutylammonium azide). The solvent is C(C)#N (acetonitrile), C(Cl)Cl (methylene chloride). Yields the product C(C1=CC=CC=C1)N1CC(CC1)(CN=[N+]=[N-])C(F)(F)F (1-benzyl-3-trifluoromethyl-3-(azidomethyl)pyrrolidine). As a reaction SMILES: [CH2:1]([N:8]1[CH2:12][CH2:11][C:10]([C:25]([F:28])([F:27])[F:26])([CH2:13]OS(C2C(C)=CC=CC=2)(=O)=O)[CH2:9]1)[C:2]1[CH:7]=[CH:6][CH:5]=[CH:4][CH:3]=1.[N-:29]=[N+:30]=[N-:31].C([N+](CCCC)(CCCC)CCCC)CCC>C(#N)C.C(Cl)Cl>[CH2:1]([N:8]1[CH2:12][CH2:11][C:10]([C:25]([F:28])([F:27])[F:26])([CH2:13][N:29]=[N+:30]=[N-:31])[CH2:9]1)[C:2]1[CH:7]=[CH:6][CH:5]=[CH:4][CH:3]=1 |f:1.2|. Procedure: The compound (2.43 g) from step 456c was dissolved in acetonitrile, then reacted with tetrabutylammonium azide at 80° C. for 16 hours. The mixture was diluted with methylene chloride, then washed with water and brine and dried. Removal of the solvent gave 0.751 g of the title compound. The reactants are ClC1=C(C(=CC=C1)Cl)N=C=S (2,6-Dichlorophenyl isothiocyanate), FC1=CC(=C(C=C1F)N)N (4,5-difluoro-1,2-phenylenediamine). Solvent: C1CCOC1 (THF). Run at temperature 70 celsius, time 3 hour. Product: Cl.ClC1=C(C(=CC=C1)Cl)NC1=NC2=C(N1)C=C(C(=C2)F)F ((2,6-Dichlorophenyl)-(5,6-difluoro-1H-benzimidazol-2-yl)amine hydrochloride). The yield is 21.3%. RXN SMILES: [Cl:1][C:2]1[CH:7]=[CH:6][CH:5]=[C:4]([Cl:8])[C:3]=1[N:9]=[C:10]=S.[F:12][C:13]1[C:18]([F:19])=[CH:17][C:16]([NH2:20])=[C:15]([NH2:21])[CH:14]=1>C1COCC1>[ClH:1].[Cl:1][C:2]1[CH:7]=[CH:6][CH:5]=[C:4]([Cl:8])[C:3]=1[NH:9][C:10]1[NH:20][C:16]2[CH:17]=[C:18]([F:19])[C:13]([F:12])=[CH:14][C:15]=2[N:21]=1 |f:3.4|. Procedure details: 2,6-Dichlorophenyl isothiocyanate (0.3 g) and 4,5-difluoro-1,2-phenylenediamine (0.21 g) were stirred at RT for 4 h in THF (15 ml) and then concentrated and dried in a high vacuum. The foamy residue was dissolved in ethanol and heated to 70° C. with stirring. Methyl iodide (0.73 ml) was then added dropwise. After three hours, the heating was stopped and the batch was allowed to stand overnight. After concentration, it was taken up using water and EA, and the EA phase was separated off, dried wit... Reactants: ClC=1C=C(C=CC1Cl)CC\C=N\[S@@](=O)C(C)(C)C ((S,E)-N-(3-(3,4-dichlorophenyl)propylidene)-2-methylpropane-2-sulfinamide), C[Mg]Br (methylmagnesium bromide), C1CCOC1 (THF). Solvent: C(Cl)Cl (DCM), C1(=CC=CC=C1)C (toluene), C(Cl)Cl (DCM). Yields the product ClC=1C=C(C=CC1Cl)CCC(C)N[S@@](=O)C(C)(C)C ((S)—N-(4-(3,4-dichlorophenyl)butan-2-yl)-2-methylpropane-2-sulfinamide). The yield is 67.0%. Reaction SMILES: [Cl:1][C:2]1[CH:3]=[C:4]([CH2:9][CH2:10]/[CH:11]=[N:12]/[S@:13]([C:15]([CH3:18])([CH3:17])[CH3:16])=[O:14])[CH:5]=[CH:6][C:7]=1[Cl:8].[CH3:19][Mg]Br.C1COCC1>C(Cl)Cl.C1(C)C=CC=CC=1>[Cl:1][C:2]1[CH:3]=[C:4]([CH2:9][CH2:10][CH:11]([NH:12][S@:13]([C:15]([CH3:18])([CH3:17])[CH3:16])=[O:14])[CH3:19])[CH:5]=[CH:6][C:7]=1[Cl:8]. Reported procedure: To a solution of Intermediate 16B (4.00 g, 13.1 mmol) in DCM (50 mL) was added slowly a solution of methylmagnesium bromide in toluene and THF (13.99 mL, 1.400 M, 19.59 mmol) and the reaction mixture was heated to reflux for 2.5 h. The reaction mixture was allowed to cool to rt and, diluted with DCM, washed with saturated NH4Cl, and the organic portion dried over MgSO4, filtered and concentrated. The residue was purified by ISCO chromatography (EtOAc/Hexanes 0-50% over 30 min, column 330 g, flow... The reactants are [OH-].[K+] (potassium hydroxide), C(C)OC(CCCCCCN1CN=C(N1)C1=CC=CC=C1)=O (7-(5-phenyl-4H-[1,3,4]triazol-3-yl)heptanoic acid ethyl ester). Run in O (water), C1CCOC1 (THF), CO (methanol). Yields the product C1(=CC=CC=C1)C=1NN(CN1)CCCCCCC(=O)O (7-(5-phenyl-4H-[1,3,4]triazol-3-yl)heptanoic acid). Yield: 99.9%. Reaction SMILES: [OH-].[K+].C([O:5][C:6](=[O:24])[CH2:7][CH2:8][CH2:9][CH2:10][CH2:11][CH2:12][N:13]1[NH:17][C:16]([C:18]2[CH:23]=[CH:22][CH:21]=[CH:20][CH:19]=2)=[N:15][CH2:14]1)C>O.C1COCC1.CO>[C:18]1([C:16]2[NH:17][N:13]([CH2:12][CH2:11][CH2:10][CH2:9][CH2:8][CH2:7][C:6]([OH:24])=[O:5])[CH2:14][N:15]=2)[CH:19]=[CH:20][CH:21]=[CH:22][CH:23]=1 |f:0.1|. Reported procedure: Add a solution of potassium hydroxide (1.8 g, 32 mmol) in water (70 mL) to a solution of 7-(5-phenyl-4H-[1,3,4]triazol-3-yl)heptanoic acid ethyl ester (4.9 g, 16 mmol) in THF (50 mL) and methanol (50 mL) at room temperature under nitrogen and heat the mixture at reflux for 3 hours. Remove the solvent under reduced pressure, dilute the residue with water (200 mL) and wash with ethyl acetate (200 mL). Adjust the pH of the aqueous layer to 3 with concentrated HCl and extract with ethyl acetate (3×2...